Dataset: the Open Reaction Database (ORD), a public repository of structured organic reaction records. Task: describe an organic reaction: reactants, conditions, products, and yield Reactants: N1N=CC(=C1)C1=CC2=C(C=3N=C(SC3CCO2)C(=O)O)C=C1 (8-(1H-Pyrazol-4-yl)-4,5-dihydro-6-oxa-3-thia-1-aza-benzo[e]azulene-2-carboxylic acid), CNC[C@@H](CO)O ((S)-3-(methylamino)propane-1,2-diol). Reaction SMILES: [NH:1]1[CH:5]=[C:4]([C:6]2[CH:22]=[CH:21][C:9]3[C:10]4[N:11]=[C:12]([C:18](O)=[O:19])[S:13][C:14]=4[CH2:15][CH2:16][O:17][C:8]=3[CH:7]=2)[CH:3]=[N:2]1.[CH3:23][NH:24][CH2:25][C@H:26]([OH:29])[CH2:27][OH:28]>>[OH:29][C@@H:26]([CH2:27][OH:28])[CH2:25][N:24]([CH3:23])[C:18]([C:12]1[S:13][C:14]2[CH2:15][CH2:16][O:17][C:8]3[CH:7]=[C:6]([C:4]4[CH:3]=[N:2][NH:1][CH:5]=4)[CH:22]=[CH:21][C:9]=3[C:10]=2[N:11]=1)=[O:19]. Product: O[C@H](CN(C(=O)C=1SC=2CCOC3=C(C2N1)C=CC(=C3)C=3C=NNC3)C)CO (8-(1H-Pyrazol-4-yl)-4,5-dihydro-6-oxa-3-thia-1-aza-benzo[e]azulene-2-carboxylic acid ((R)-2,3-dihydroxy-propyl)-methyl-amide). Procedure: Following the procedure for 103, 8-(1H-Pyrazol-4-yl)-4,5-dihydro-6-oxa-3-thia-1-aza-benzo[e]azulene-2-carboxylic acid (50.0 mg, 0.2 mmol) was reacted with (S)-3-(methylamino)propane-1,2-diol (1.2 equiv) to give 181 (14.9 mg, M+1 401.1) Reactants: O=C([O-])[O-], c1ccc(CN2CCNCC2)cc1, CS(=O)(=O)Cl, CC#N, [K+], [K+]. The product is CS(=O)(=O)N1CCN(Cc2ccccc2)CC1. RXN SMILES: [C:19](=[O:20])([O-:21])[O-:22].[CH2:1]([c:2]1[cH:3][cH:4][cH:5][cH:6][cH:7]1)[N:8]1[CH2:9][CH2:10][NH:11][CH2:12][CH2:13]1.[CH3:14][S:15]([Cl:16])(=[O:17])=[O:18].[CH3:25][C:26]#[N:27].[K+:23].[K+:24]>>[CH2:1]([c:2]1[cH:3][cH:4][cH:5][cH:6][cH:7]1)[N:8]1[CH2:9][CH2:10][N:11]([S:15]([CH3:14])(=[O:17])=[O:18])[CH2:12][CH2:13]1.